This data is from the Open Reaction Database (ORD), a public repository of structured organic reaction records. The task is: describe an organic reaction: reactants, conditions, products, and yield Starting materials: CC(O)C(C)(C)C, [Cl-], Clc1cc(Cl)ncn1, [H-], [NH4+], [Na+], C1CCOC1. Product: CC(Oc1cc(Cl)ncn1)C(C)(C)C. Reaction SMILES: [CH3:3][C:4]([CH:5]([CH3:6])[OH:7])([CH3:8])[CH3:9].[Cl-:18].[Cl:10][c:11]1[n:12][cH:13][n:14][c:15]([Cl:17])[cH:16]1.[H-:1].[NH4+:19].[Na+:2].[O:20]1[CH2:21][CH2:22][CH2:23][CH2:24]1>>[CH3:3][C:4]([CH:5]([CH3:6])[O:7][c:15]1[n:14][cH:13][n:12][c:11]([Cl:10])[cH:16]1)([CH3:8])[CH3:9]. The reactants are CC1(C)C2CCC1(CS(=O)(=O)O)C(=O)C2, CCOCC, CCO, Cc1ccccc1, CCCCCC, O=C(Cc1ccc(F)cc1)N=C=S, Nc1ccc(Oc2ccnc(NC(=O)N3CCN(CCN4CCC4)CC3)c2)cc1. The product is O=C(Cc1ccc(F)cc1)NC(=S)Nc1ccc(Oc2ccnc(NC(=O)N3CCN(CCN4CCC4)CC3)c2)cc1. As a reaction SMILES: [C:30]12([CH2:31][S:32]([OH:33])(=[O:34])=[O:35])[C:36]([CH3:37])([CH3:38])[CH:39]([CH2:40][CH2:41]1)[CH2:42][C:43]2=[O:44].[CH3:58][CH2:59][O:60][CH2:61][CH3:62].[CH3:63][CH2:64][OH:65].[CH3:66][c:67]1[cH:68][cH:69][cH:70][cH:71][cH:72]1.[CH3:73][CH2:74][CH2:75][CH2:76][CH2:77][CH3:78].[F:45][c:46]1[cH:47][cH:48][c:49]([CH2:52][C:53](=[O:54])[N:55]=[C:56]=[S:57])[cH:50][cH:51]1.[NH2:1][c:2]1[cH:3][cH:4][c:5]([O:6][c:7]2[cH:8][c:9]([NH:13][C:14](=[O:15])[N:16]3[CH2:17][CH2:18][N:19]([CH2:22][CH2:23][N:24]4[CH2:25][CH2:26][CH2:27]4)[CH2:20][CH2:21]3)[n:10][cH:11][cH:12]2)[cH:28][cH:29]1>>[NH:1]([c:2]1[cH:3][cH:4][c:5]([O:6][c:7]2[cH:8][c:9]([NH:13][C:14](=[O:15])[N:16]3[CH2:17][CH2:18][N:19]([CH2:22][CH2:23][N:24]4[CH2:25][CH2:26][CH2:27]4)[CH2:20][CH2:21]3)[n:10][cH:11][cH:12]2)[cH:28][cH:29]1)[C:56]([NH:55][C:53]([CH2:52][c:49]1[cH:48][cH:47][c:46]([F:45])[cH:51][cH:50]1)=[O:54])=[S:57]. The reactants are [BH4-].[Na+] (Sodium borohydride), COC=1C=C2C(=NC=NC2=CC1OC)N1CCC(CC1)C(CN1S(N=C(C=C1)C)(=O)=O)C (1-(6,7-dimethoxyquinazolin-4-yl)-4-[1-(1,1-dioxo-5-methyl-1,2,6-thiadiazin-2-yl)prop-2-yl]piperidine), Cl (hydrochloric acid). The solvent is C(C)O (ethanol). Run at time 16 hour. The product is COC=1C=C2C(=NC=NC2=CC1OC)N1CCC(CC1)C(CN1S(NC(CC1)C)(=O)=O)C (1-(6,7-dimethoxyquinazolin-4-yl)-4-[1-(1,1-dioxo-5-methyltetrahydro-1,2,6-thiadiazin-2-yl)prop-2-yl]piperidine). Reaction SMILES: [BH4-].[Na+].[CH3:3][O:4][C:5]1[CH:6]=[C:7]2[C:12](=[CH:13][C:14]=1[O:15][CH3:16])[N:11]=[CH:10][N:9]=[C:8]2[N:17]1[CH2:22][CH2:21][CH:20]([CH:23]([CH3:34])[CH2:24][N:25]2[CH:30]=[CH:29][C:28]([CH3:31])=[N:27][S:26]2(=[O:33])=[O:32])[CH2:19][CH2:18]1.Cl>C(O)C>[CH3:3][O:4][C:5]1[CH:6]=[C:7]2[C:12](=[CH:13][C:14]=1[O:15][CH3:16])[N:11]=[CH:10][N:9]=[C:8]2[N:17]1[CH2:22][CH2:21][CH:20]([CH:23]([CH3:34])[CH2:24][N:25]2[CH2:30][CH2:29][CH:28]([CH3:31])[NH:27][S:26]2(=[O:32])=[O:33])[CH2:19][CH2:18]1 |f:0.1|. Reported procedure: Sodium borohydride (0.025 g) was added at room temperature to a stirred solution of 1-(6,7-dimethoxyquinazolin-4-yl)-4-[1-(1,1-dioxo-5-methyl-1,2,6-thiadiazin-2-yl)prop-2-yl]piperidine (0.30 g) (Example 35) in absolute ethanol (5 ml.). After stirring for 16 hours, the mixture was acidified to pH1 with 2M hydrochloric acid and concentrated in vacuo. The residue was treated with aqueous sodium carbonate solution to pH12, extracted with chloroform (3×10 ml.), and the combined extracts were dried (M... Reactants: C(C)(=O)OC(C)=O (Acetic anhydride), CC1=C2CCNC2=C(C=C1O)C (2,3-dihydro-4,7-dimethyl-1H-indol-5-ol). The solvent is C(=O)O (formic acid). Run at time 30 minute. Yields the product OC=1C(=C2CCN(C2=C(C1)C)C=O)C (2,3-Dihydro-5-hydroxy-4,7-dimethyl-1H-indole-1-carbaldehyde). Yield: 36.8%. Reaction SMILES: [C:1](OC(=O)C)(=[O:3])C.[CH3:8][C:9]1[C:17]([OH:18])=[CH:16][C:15]([CH3:19])=[C:14]2[C:10]=1[CH2:11][CH2:12][NH:13]2>C(O)=O>[OH:18][C:17]1[C:9]([CH3:8])=[C:10]2[C:14](=[C:15]([CH3:19])[CH:16]=1)[N:13]([CH:1]=[O:3])[CH2:12][CH2:11]2. Procedure details: Acetic anhydride (25 ml, 264 mmol) was added at room temperature to formic acid (75 ml) and stirred for 30 minutes. To the solution, 2,3-dihydro-4,7-dimethyl-1H-indol-5-ol (14.4 g, 88 mmol) was added and the mixture was stirred for 2 hours. The reaction mixture was concentrated under reduced pressure, and the residue was dissolved in a chloroform methanol solution and washed: with a saturated aqueous solution of sodium hydrogen carbonate. The organic layer was washed with saturated brine and dri... Reactants: CCCCO, CCN(C(C)C)C(C)C, CC(C)Oc1cc(Nc2nc(Cl)ccc2[N+](=O)[O-])n[nH]1, NC(CO)c1ccc(F)cc1. Yields the product CC(C)Oc1cc(Nc2nc(NC(CO)c3ccc(F)cc3)ccc2[N+](=O)[O-])n[nH]1. As a reaction SMILES: [CH2:41]([OH:42])[CH2:43][CH2:44][CH3:45].[CH:32]([N:33]([CH2:34][CH3:35])[CH:36]([CH3:37])[CH3:38])([CH3:39])[CH3:40].[Cl:1][c:2]1[cH:3][cH:4][c:5]([N+:18](=[O:19])[O-:20])[c:6]([NH:8][c:9]2[n:10][nH:11][c:12]([O:14][CH:15]([CH3:16])[CH3:17])[cH:13]2)[n:7]1.[NH2:21][CH:22]([CH2:23][OH:24])[c:25]1[cH:26][cH:27][c:28]([F:31])[cH:29][cH:30]1>>[c:2]1([NH:21][CH:22]([CH2:23][OH:24])[c:25]2[cH:26][cH:27][c:28]([F:31])[cH:29][cH:30]2)[cH:3][cH:4][c:5]([N+:18](=[O:19])[O-:20])[c:6]([NH:8][c:9]2[n:10][nH:11][c:12]([O:14][CH:15]([CH3:16])[CH3:17])[cH:13]2)[n:7]1. Reactants: CCCCc1ccc(CNCCC(C)(C)C)cc1, Cc1ccccc1, Cc1cc(Cl)cc(C)c1NC(=O)Oc1ccccc1. The product is CCCCc1ccc(CN(CCC(C)(C)C)C(=O)Nc2c(C)cc(Cl)cc2C)cc1. RXN SMILES: [CH3:20][C:21]([CH2:22][CH2:23][NH:24][CH2:25][c:26]1[cH:27][cH:28][c:29]([CH2:32][CH2:33][CH2:34][CH3:35])[cH:30][cH:31]1)([CH3:36])[CH3:37].[CH3:38][c:39]1[cH:40][cH:41][cH:42][cH:43][cH:44]1.[c:1]1([O:2][C:8]([NH:9][c:10]2[c:11]([CH3:18])[cH:12][c:13]([Cl:17])[cH:14][c:15]2[CH3:16])=[O:19])[cH:3][cH:4][cH:5][cH:6][cH:7]1>>[C:8]([NH:9][c:10]1[c:11]([CH3:18])[cH:12][c:13]([Cl:17])[cH:14][c:15]1[CH3:16])(=[O:19])[N:24]([CH2:23][CH2:22][C:21]([CH3:20])([CH3:36])[CH3:37])[CH2:25][c:26]1[cH:27][cH:28][c:29]([CH2:32][CH2:33][CH2:34][CH3:35])[cH:30][cH:31]1.